Dataset: the Open Reaction Database (ORD), a public repository of structured organic reaction records. Task: describe an organic reaction: reactants, conditions, products, and yield The reactants are C(CCCCCCCCC)[Si](O)(C)C (decyldimethylsilanol), CN(C=O)C (N,N-dimethylformamide), C(=O)(Cl)Cl (phosgene). Run in ClCCCl (1,2-dichloroethane). Product: C(CCCCCCCCC)[Si](Cl)(C)C (decyldimethylchlorosilane). Yield: 88.0%. RXN SMILES: [CH2:1]([Si:11]([CH3:14])([CH3:13])O)[CH2:2][CH2:3][CH2:4][CH2:5][CH2:6][CH2:7][CH2:8][CH2:9][CH3:10].CN(C)C=O.C(Cl)([Cl:22])=O>ClCCCl>[CH2:1]([Si:11]([CH3:14])([CH3:13])[Cl:22])[CH2:2][CH2:3][CH2:4][CH2:5][CH2:6][CH2:7][CH2:8][CH2:9][CH3:10]. Procedure: To the same reactor as used in Example 1 were added 54.1 g (0.25 mole) of decyldimethylsilanol, 215 g of 1,2-dichloroethane and 1.83 g (0.025 mole) of N,N-dimethylformamide, and 27.2 g (0.275 mole) of phosgene was introduced into the resulting mixture at a temperature of from 40° to 45° C. over 2 hours with stirring. After completion of the introduction, the same procedure as in Example 7 was carried out to obtain 51.7 g of decyldimethylchlorosilane.